This data is from the Open Reaction Database (ORD), a public repository of structured organic reaction records. The task is: describe an organic reaction: reactants, conditions, products, and yield Yields the product C(C)(C)[Si](O[C@@H](CC(=O)OCC)C)(C(C)C)C(C)C (Ethyl (R)-(−)-3-triisopropylsilyloxybutyrate). The solvent is CN(C=O)C (dimethylformamide). The reactants are O (water), O[C@@H](CC(=O)OCC)C (ethyl(R)-3-hydroxybutyrate), C(C)(C)[Si](C(C)C)(C(C)C)Cl (triisopropylsilyl chloride), N1C=NC=C1 (imidazole). Reaction conditions: temperature 0 celsius. Procedure details: 0.077 mol (10.0 g) of ethyl(R)-3-hydroxybutyrate is dissolved in 90 ml of dimethylformamide and 0.151 mol (10.3 g) of imidazole is added. The mixture is cooled to 0° C. under protective gas in an ice bath and 0.083 mol (16.05 g) of triisopropylsilyl chloride is added dropwise over 5 min. The mixture is stirred at room temperature for a further 5 hours, hydrolyzed with water, the product is extracted with tert-butyl methyl ether, and the organic phase is dried using Na2SO4 and concentrated under ... As a reaction SMILES: [OH:1][C@H:2]([CH3:9])[CH2:3][C:4]([O:6][CH2:7][CH3:8])=[O:5].N1C=CN=C1.[CH:15]([Si:18](Cl)([CH:22]([CH3:24])[CH3:23])[CH:19]([CH3:21])[CH3:20])([CH3:17])[CH3:16].O>CN(C)C=O>[CH:15]([Si:18]([CH:22]([CH3:24])[CH3:23])([CH:19]([CH3:21])[CH3:20])[O:1][C@H:2]([CH3:9])[CH2:3][C:4]([O:6][CH2:7][CH3:8])=[O:5])([CH3:17])[CH3:16].